This data is from the Open Reaction Database (ORD), a public repository of structured organic reaction records. The task is: describe an organic reaction: reactants, conditions, products, and yield The reactants are ClC1=CC(=NC(=N1)SCC1=CC2=CC=CC=C2C=C1)C#N (6-chloro-2-(2-naphthylmethyl)thio-4-pyrimidine carbonitrile), C1CCOC1.[NH4+].[OH-] (THF NH4OH). Run in C(C)(=O)OCC (ethyl acetate). Yields the product NC1=CC(=NC(=N1)SCC1=CC2=CC=CC=C2C=C1)C#N (6-amino-2-(2-naphthylmethyl)thio-4-pyrimidine carbonitrile). As a reaction SMILES: Cl[C:2]1[N:7]=[C:6]([S:8][CH2:9][C:10]2[CH:19]=[CH:18][C:17]3[C:12](=[CH:13][CH:14]=[CH:15][CH:16]=3)[CH:11]=2)[N:5]=[C:4]([C:20]#[N:21])[CH:3]=1.C1COCC1.[NH4+:27].[OH-]>C(OCC)(=O)C>[NH2:27][C:2]1[N:7]=[C:6]([S:8][CH2:9][C:10]2[CH:19]=[CH:18][C:17]3[C:12](=[CH:13][CH:14]=[CH:15][CH:16]=3)[CH:11]=2)[N:5]=[C:4]([C:20]#[N:21])[CH:3]=1 |f:1.2.3|. Reported procedure: 6-chloro-2-(2-naphthylmethyl)thio-4-pyrimidine carbonitrile (Cpd 276; 60 mg, 3.07 mmol) was stirred in THF/NH4OH (1:1, 15 ml) at 22° C. for 6 hrs. The reaction was diluted with ethyl acetate, washed with brine, dried with MgSO4, then concentrated in vacuo: 871 mg (2.97 mmol, 97%), mp 154-155° C. The reactants are C1CCOC1, CCOC(=O)C1=Cc2ccc(C(C)(C)C)cc2OC1C(F)(F)C(F)(F)F, CCO, [Na+], [OH-]. Yields the product CC(C)(C)c1ccc2c(c1)OC(C(F)(F)C(F)(F)F)C(C(=O)O)=C2. Reaction SMILES: [CH2:29]1[O:30][CH2:31][CH2:32][CH2:33]1.[CH3:1][C:2]([CH3:3])([CH3:4])[c:5]1[cH:6][c:7]2[c:8]([cH:25][cH:26]1)[CH:9]=[C:10]([C:20](=[O:21])[O:22][CH2:23][CH3:24])[CH:11]([C:13]([C:14]([F:15])([F:16])[F:17])([F:18])[F:19])[O:12]2.[CH3:34][CH2:35][OH:36].[Na+:28].[OH-:27]>>[CH3:1][C:2]([CH3:3])([CH3:4])[c:5]1[cH:6][c:7]2[c:8]([cH:25][cH:26]1)[CH:9]=[C:10]([C:20](=[O:21])[OH:22])[CH:11]([C:13]([C:14]([F:15])([F:16])[F:17])([F:18])[F:19])[O:12]2. Starting materials: CC1=CC=C(C=C1)O (4-methylphenol), [OH-].C(C1=CC=CC=C1)[N+](C)(C)C (benzyltrimethylammonium hydroxide). Solvent: C(C=C)#N (acrylonitrile), CO (methanol). Product: CC1=CC=C(OCCC#N)C=C1 (2-(4-methylphenoxy)-ethylcyanide). Yield: 76.0%. As a reaction SMILES: [CH3:1][C:2]1[CH:7]=[CH:6][C:5]([OH:8])=[CH:4][CH:3]=1.[OH-].[CH2:10]([N+:17](C)(C)C)[C:11]1C=CC=C[CH:12]=1>C(#N)C=C.CO>[CH3:1][C:2]1[CH:7]=[CH:6][C:5]([O:8][CH2:12][CH2:11][C:10]#[N:17])=[CH:4][CH:3]=1 |f:1.2|. Procedure details: A solution of 4-methylphenol, (20.0 g 0.185 moles), in acrylonitrile, (150 ml), was treated with benzyltrimethylammonium hydroxide, 40% in methanol (Triton B), (6 ml) and the reaction refluxed for 10 hours, then cooled, and evaporated in vacuo. The residual oil was partitioned between diethyl ether and water and the organic phase separated and washed with water, dilute sodium hydroxide solution, dilute hydrochloric acid, brine and dried (MgSO4). Evaporation of the solvent in vacuo gave 23.44 g o... Reactants: CC(C)N(C)CCCOc1ccc(C(=O)OCc2ccccc2)cc1, CCO, CC(C)O, Cl. The product is Cl, CC(C)N(C)CCCOc1ccc(C(=O)O)cc1. As a reaction SMILES: [CH2:2]([c:3]1[cH:4][cH:5][cH:6][cH:7][cH:8]1)[O:9][C:10]([c:11]1[cH:12][cH:13][c:14]([O:17][CH2:18][CH2:19][CH2:20][N:21]([CH:22]([CH3:23])[CH3:24])[CH3:25])[cH:15][cH:16]1)=[O:26].[CH3:31][CH2:32][OH:33].[CH:27]([OH:28])([CH3:29])[CH3:30].[ClH:1]>>[ClH:1].[O:9]=[C:10]([c:11]1[cH:12][cH:13][c:14]([O:17][CH2:18][CH2:19][CH2:20][N:21]([CH:22]([CH3:23])[CH3:24])[CH3:25])[cH:15][cH:16]1)[OH:26].